This data is from the Open Reaction Database (ORD), a public repository of structured organic reaction records. The task is: describe an organic reaction: reactants, conditions, products, and yield Reactants: COC1CN(CCC1(OC)OC)C(=O)[O-] (3,4,4-trimethoxypiperidine-1-carboxylate), CO (Methanol), Cl (Hydrogen chloride), O1CCOCC1 (1,4-dioxane). Conditions: time 4 hour. Product: COC1CN(CCC1=O)C(=O)OCC (ethyl 3-methoxy-4-oxopiperidine-1-carboxylate). As a reaction SMILES: [CH3:1][O:2][CH:3]1[C:8]([O:11]C)(OC)[CH2:7][CH2:6][N:5]([C:13]([O-:15])=[O:14])[CH2:4]1.CO.Cl.O1CCO[CH2:21][CH2:20]1>>[CH3:1][O:2][CH:3]1[C:8](=[O:11])[CH2:7][CH2:6][N:5]([C:13]([O:15][CH2:20][CH3:21])=[O:14])[CH2:4]1. Reported procedure: The title compound was prepared by taking 3,4,4-trimethoxypiperidine-1-carboxylate (210 mg, 0.00085 mol) in Methanol (5 mL, 0.1 mol) and adding 4 M of Hydrogen chloride in 1,4-dioxane (5 mL). The reaction was allowed to stir for 4 h at ambient temperature. The residue obtained by removing the solvent in vacuo was used in the next step as-is (170 mg, 99%). MS calculated for C9H15NO4: (M+H) 202; found 202.1.